From a dataset of the Open Reaction Database (ORD), a public repository of structured organic reaction records. describe an organic reaction: reactants, conditions, products, and yield Reactants: ClCCl, c1ccc(N2CCNCC2)cc1, O=CCCc1cc(-c2cccs2)no1. Product: c1ccc(N2CCN(CCCc3cc(-c4cccs4)no3)CC2)cc1. As a reaction SMILES: [CH2:27]([Cl:28])[Cl:29].[c:15]1([N:21]2[CH2:22][CH2:23][NH:24][CH2:25][CH2:26]2)[cH:16][cH:17][cH:18][cH:19][cH:20]1.[s:1]1[c:2](-[c:6]2[n:7][o:8][c:9]([CH2:11][CH2:12][CH:13]=[O:14])[cH:10]2)[cH:3][cH:4][cH:5]1>>[s:1]1[c:2](-[c:6]2[n:7][o:8][c:9]([CH2:11][CH2:12][CH2:13][N:24]3[CH2:23][CH2:22][N:21]([c:15]4[cH:16][cH:17][cH:18][cH:19][cH:20]4)[CH2:26][CH2:25]3)[cH:10]2)[cH:3][cH:4][cH:5]1. Starting materials: OC1=C(C=CC=C1)C(C)=O (2′-hydroxyacetophenone), C(C)OC(=O)C=1C(=C(C=O)C=C(C1C)C)OC (3-ethyloxycarbonyldimethylmethyloxybenzaldehyde), C(C)OC(=O)C=1C(=C(C=O)C=C(C1C)C)OC (3-ethyloxycarbonyldimethylmethyloxybenzaldehyde). Yields the product OC1=C(C=CC=C1)C(C=CC1=C(C(=C(C(=C1)C)C)C(=O)O)OC)=O (1-[2-hydroxyphenyl]-3-[3-carboxydimethylmethyloxyphenyl]prop-2-en-1-one). Reaction SMILES: [OH:1][C:2]1[CH:7]=[CH:6][CH:5]=[CH:4][C:3]=1[C:8](=[O:10])[CH3:9].C([O:13][C:14]([C:16]1[C:17]([O:26][CH3:27])=[C:18]([CH:21]=[C:22]([CH3:25])[C:23]=1[CH3:24])[CH:19]=O)=[O:15])C>>[OH:1][C:2]1[CH:7]=[CH:6][CH:5]=[CH:4][C:3]=1[C:8](=[O:10])[CH:9]=[CH:19][C:18]1[CH:21]=[C:22]([CH3:25])[C:23]([CH3:24])=[C:16]([C:14]([OH:15])=[O:13])[C:17]=1[O:26][CH3:27]. Procedure details: This compound was synthesized from 2′-hydroxyacetophenone and 3-ethyloxycarbonyldimethylmethyloxybenzaldehyde (starting material 7) according to general method 2 described earlier.